Dataset: the Open Reaction Database (ORD), a public repository of structured organic reaction records. Task: describe an organic reaction: reactants, conditions, products, and yield The reactants are C(=O)[O-].[NH4+] (ammonium formate), C(C1=CC=CC=C1)OC(=O)NC1C(NC2=C(C(=N1)C(C)C)C=CC=C2)=O ((3RS)-3-benzyloxycarbonylamino-2,3-dihydro-5-isopropyl-1H-1,4-benzodiazepin-2-one). The reagents and catalysts are [Pd] (Pd—C). Run in CO (methanol), CO (methanol). Reaction conditions: time 1 hour. Yields the product NC1C(NC2=C(C(=N1)C(C)C)C=CC=C2)=O ((3RS)-3-amino-2,3-dihydro-5-isopropyl-1H-1,4-benzodiazepin-2-one). Yield: 85.1%. As a reaction SMILES: C(OC([NH:11][CH:12]1[N:18]=[C:17]([CH:19]([CH3:21])[CH3:20])[C:16]2[CH:22]=[CH:23][CH:24]=[CH:25][C:15]=2[NH:14][C:13]1=[O:26])=O)C1C=CC=CC=1.C([O-])=O.[NH4+]>CO.[Pd]>[NH2:11][CH:12]1[N:18]=[C:17]([CH:19]([CH3:21])[CH3:20])[C:16]2[CH:22]=[CH:23][CH:24]=[CH:25][C:15]=2[NH:14][C:13]1=[O:26] |f:1.2|. Procedure details: To a suspension of Pd—C (5 wt %, 1.60 g) in methanol (60 ml) was added dropwise a solution of (3RS)-3-benzyloxycarbonylamino-2,3-dihydro-5-isopropyl-1H-1,4-benzodiazepin-2-one (8.00 g) in methanol (60 ml) and then ammonium formate (5.56 g) at room temperature. The reaction mixture was stirred at the same temperature for 1 hour. The catalyst was filtered on Celite®. The filtrate was concentrated in vacuo. The residue was taken up with ethyl acetate (100 ml) and saturated aqueous sodium hydrogen c... Starting materials: CI (methyl iodide), C(C)C(CC)NC1=C(C(=NC(=C1)C)OC1=C(C=C(C=C1C)C)C)N (N4-(1-ethyl-propyl)-6-methyl-2-(2,4,6-trimethyl-phenoxy)-pyridine-3,4-diamine), [Li]N([Si](C)(C)C)[Si](C)(C)C (LiN(SiMe3)2). The solvent is C1CCOC1 (THF), C1CCOC1 (THF). Conditions: time 8 hour. Yields the product N1=CC(=C(C=C1)N)N (pyridine-3,4-diamine), C(C)C(CC)NC1=C(C(=NC(=C1)C)OC1=C(C=C(C=C1C)C)C)NC (N4-(1-ethyl-propyl)-6,N3-dimethyl-2-(2,4,6-trimethyl-phenoxy)-pyridine-3,4-diamine). As a reaction SMILES: [CH2:1]([CH:3]([NH:6][C:7]1[CH:12]=[C:11]([CH3:13])[N:10]=[C:9]([O:14][C:15]2[C:20]([CH3:21])=[CH:19][C:18]([CH3:22])=[CH:17][C:16]=2[CH3:23])[C:8]=1[NH2:24])[CH2:4][CH3:5])[CH3:2].[Li]N([Si](C)(C)C)[Si](C)(C)[CH3:28].CI>C1COCC1>[N:10]1[CH:11]=[CH:12][C:7]([NH2:6])=[C:8]([NH2:24])[CH:9]=1.[CH2:1]([CH:3]([NH:6][C:7]1[CH:12]=[C:11]([CH3:13])[N:10]=[C:9]([O:14][C:15]2[C:20]([CH3:21])=[CH:19][C:18]([CH3:22])=[CH:17][C:16]=2[CH3:23])[C:8]=1[NH:24][CH3:28])[CH2:4][CH3:5])[CH3:2]. Reported procedure: To a solution of N4-(1-ethyl-propyl)-6-methyl-2-(2,4,6-trimethyl-phenoxy)-pyridine-3,4-diamine (0.250 g, 0.763 mmol) in dry THF (6 ml) was treated with 1M LiN(SiMe3)2 in THF (1.0 ml, 1.0 mmol) at −78° C. and stirred for 10 min. an excess of methyl iodide was added and the resulting mixture was stirred at room temperature overnight. The mixture was quenched with water and extracted with ethyl acetate. The organic layer was dried and concentrated to give a crude material. The crude material was pu... Solvent: C1=CC=CC=C1 (benzene). The product is C(C)(=O)ON=CC=1C(=NN(C1)C)C=1OC(=CC1)[N+](=O)[O-] (1-methyl-3-(5-nitro-2-furyl)pyrazole-4-carboxaldehyde-(O-acetyloxime)). Reported procedure: Stir together 2.5 g of 1-methyl-3-(5-nitro-2-furyl)pyrazole-4-carboxaldehydeoxime, 1.27 g of acetic anhydride and 10 ml of benzene for 2 hours at from 80° to 85° C. Cool the resulting solution and vacuum filter to obtain 1-methyl-3-(5-nitro-2-furyl)pyrazole-4-carboxaldehyde-(O-acetyloxime) [m.p. 192° to 197° C (with decomposition) from toluene] with a yield of 83%. Isolated yield 83.0%. Starting materials: CN1N=C(C(=C1)C=NO)C=1OC(=CC1)[N+](=O)[O-] (1-methyl-3-(5-nitro-2-furyl)pyrazole-4-carboxaldehydeoxime), C(C)(=O)OC(C)=O (acetic anhydride). RXN SMILES: [CH3:1][N:2]1[CH:6]=[C:5]([CH:7]=[N:8][OH:9])[C:4]([C:10]2[O:11][C:12]([N+:15]([O-:17])=[O:16])=[CH:13][CH:14]=2)=[N:3]1.[C:18](OC(=O)C)(=[O:20])[CH3:19]>C1C=CC=CC=1>[C:18]([O:9][N:8]=[CH:7][C:5]1[C:4]([C:10]2[O:11][C:12]([N+:15]([O-:17])=[O:16])=[CH:13][CH:14]=2)=[N:3][N:2]([CH3:1])[CH:6]=1)(=[O:20])[CH3:19]. Run at time 1 hour. Reactants: O (water), [H-].[Na+] (sodium hydride), BrCC#CC (1-bromo-2-butyne), C(CCC)OCCOC1=CC=C(C=C1)C=1C=CC2=C(C=C(CCN2)C(=O)OC)C1 (methyl 7-[4-(2-butoxyethoxy)phenyl]-2,3-dihydro-1-benzazepine-4-carboxylate). Product: C(CCC)OCCOC1=CC=C(C=C1)C=1C=CC2=C(C=C(CCN2CC#CC)C(=O)OC)C1 (methyl 7-[4-(2-butoxyethoxy)phenyl]-1-(2-butynyl)-2,3-dihydro-1-benzazepine-4-carboxylate). RXN SMILES: [CH2:1]([O:5][CH2:6][CH2:7][O:8][C:9]1[CH:14]=[CH:13][C:12]([C:15]2[CH:16]=[CH:17][C:18]3[NH:24][CH2:23][CH2:22][C:21]([C:25]([O:27][CH3:28])=[O:26])=[CH:20][C:19]=3[CH:29]=2)=[CH:11][CH:10]=1)[CH2:2][CH2:3][CH3:4].[H-].[Na+].Br[CH2:33][C:34]#[C:35][CH3:36].O>C1COCC1>[CH2:1]([O:5][CH2:6][CH2:7][O:8][C:9]1[CH:10]=[CH:11][C:12]([C:15]2[CH:16]=[CH:17][C:18]3[N:24]([CH2:33][C:34]#[C:35][CH3:36])[CH2:23][CH2:22][C:21]([C:25]([O:27][CH3:28])=[O:26])=[CH:20][C:19]=3[CH:29]=2)=[CH:13][CH:14]=1)[CH2:2][CH2:3][CH3:4] |f:1.2|. Procedure details: In THF (24.0 ml) was dissolved methyl 7-[4-(2-butoxyethoxy)phenyl]-2,3-dihydro-1-benzazepine-4-carboxylate (1.20 g). To the solution was added 60% sodium hydride (0.24 g), and the mixture was stirred at room temperature for 1 hour. To the mixture was added 1-bromo-2-butyne (0.80 ml), and the mixture was stirred at 65° C. for 4 days. After cooled to room temperature, the reaction solution was added to water, and the mixture was extracted with ethyl acetate. The extract was washed with saturated b... Solvent: C1CCOC1 (THF). The reactants are COC1=CC=C(C=C1)C=1N=NC(=CC1C1=CC=C(C=C1)OC)Cl (3,4-bis(4-methoxyphenyl)-6-chloropyridazine), FC=1C=C(C=CC1F)O (3,4-difluorophenol). The product is COC1=CC=C(C=C1)C=1N=NC(=CC1C1=CC=C(C=C1)OC)OC1=CC(=C(C=C1)F)F (3,4-bis(4-methoxyphenyl)-6-(3,4-difluorophenoxy)pyridazine), solid. The yield is 99.1%. As a reaction SMILES: [CH3:1][O:2][C:3]1[CH:8]=[CH:7][C:6]([C:9]2[N:10]=[N:11][C:12](Cl)=[CH:13][C:14]=2[C:15]2[CH:20]=[CH:19][C:18]([O:21][CH3:22])=[CH:17][CH:16]=2)=[CH:5][CH:4]=1.[F:24][C:25]1[CH:26]=[C:27]([OH:32])[CH:28]=[CH:29][C:30]=1[F:31]>>[CH3:1][O:2][C:3]1[CH:8]=[CH:7][C:6]([C:9]2[N:10]=[N:11][C:12]([O:32][C:27]3[CH:28]=[CH:29][C:30]([F:31])=[C:25]([F:24])[CH:26]=3)=[CH:13][C:14]=2[C:15]2[CH:20]=[CH:19][C:18]([O:21][CH3:22])=[CH:17][CH:16]=2)=[CH:5][CH:4]=1. Reported procedure: In a similar manner as in Example 2, 3,4-bis(4-methoxyphenyl)-6-chloropyridazine (150 mg, 0.459 mmol) and 3,4-difluorophenol were reacted as starting materials at 150° C. for 14 hours and post-treatment was then conducted, whereby the title compound was obtained as a pale yellow amorphous solid (190.2 mg, 99.1%). Run in O (water), O (water). The product is O=C1CCC(C2=CC(=C(C=C12)C1CCCCC1)Cl)C(=O)O (4-oxo-6-cyclohexyl-7-chloro-1,2,3,4-tetrahydro-naphthalene-1 -carboxylic acid). RXN SMILES: C(C1[C:12]2[C:7](=[CH:8][C:9]([CH:14]3[CH2:19][CH2:18][CH2:17][CH2:16][CH2:15]3)=[C:10]([Cl:13])[CH:11]=2)[C:6](=[O:20])[CH2:5][CH2:4]1)#N.[C:21]([OH:24])(=[O:23])[CH3:22].S(=O)(=O)(O)O>O>[O:20]=[C:6]1[C:7]2[C:12](=[CH:11][C:10]([Cl:13])=[C:9]([CH:14]3[CH2:19][CH2:18][CH2:17][CH2:16][CH2:15]3)[CH:8]=2)[CH:22]([C:21]([OH:24])=[O:23])[CH2:4][CH2:5]1. The reactants are C(#N)C1CCC(C2=CC(=C(C=C12)Cl)C1CCCCC1)=O (4-cyano-6-chloro-7-cyclohexyl-3,4-dihydro-naphthalene-1(2H)-one), C(C)(=O)O (acetic acid), S(O)(O)(=O)=O (sulfuric acid). Procedure details: A mixture of 19 g of 4-cyano-6-chloro-7-cyclohexyl-3,4-dihydro-naphthalene-1(2H)-one, 36 ml of glacial acetic acid, 43 ml of concentrated sulfuric acid, and 29 ml of water is refluxed overnight. It is then poured into water, and the aqueous mixture is extracted with ethyl acetate. After drying and evaporation of the solvent, the residue is crystallized from toluene. There are obtained 14.3 g of 4-oxo-6-cyclohexyl-7-chloro-1,2,3,4-tetrahydro-naphthalene-1 -carboxylic acid melting at 204°-205°C, w... The reactants are FC(C1=CC=C(/C=C/C(=O)O)C=C1)(F)F (trans-4-trifluoromethylcinnamic acid), S(=O)(Cl)Cl (thionyl chloride). The reagents and catalysts are CN(C)C=O (DMF). Conditions: temperature 75 celsius, time 3 hour. Yields the product FC(C1=CC=C(/C=C/C(=O)Cl)C=C1)(F)F (trans-4-Trifluoromethylcinnamoyl chloride). Reaction SMILES: [F:1][C:2]([F:15])([F:14])[C:3]1[CH:13]=[CH:12][C:6](/[CH:7]=[CH:8]/[C:9](O)=[O:10])=[CH:5][CH:4]=1.S(Cl)([Cl:18])=O>CN(C=O)C>[F:1][C:2]([F:15])([F:14])[C:3]1[CH:13]=[CH:12][C:6](/[CH:7]=[CH:8]/[C:9]([Cl:18])=[O:10])=[CH:5][CH:4]=1. Procedure: 200.0 mg (0.92 mmol) of trans-4-trifluoromethylcinnamic acid were treated with 200 μl of thionyl chloride. After addition of 2 drops of DMF, the reaction solution obtained was stirred at 75° C. for 3 h. It was then concentrated to dryness, and the residue was taken up in toluene 2× and concentrated to dryness again. Drying in a high vacuum yielded 237.0 mg of the title compound as a slightly yellow, amorphous powder.